Dataset: the Open Reaction Database (ORD), a public repository of structured organic reaction records. Task: describe an organic reaction: reactants, conditions, products, and yield Starting materials: C(#N)NC(SC)=NCCSCC1=C(N=CN1)C (N-cyano-N'-[2-((4-methyl-5-imidazolyl)methylthio)ethyl]-S-methylisothiourea), C1(=CC=CC=C1)CCN (2-phenylethylamine). Run in C(C)#N (acetonitrile). The product is C(#N)NC(=NCCC1=CC=CC=C1)NCCSCC1=C(N=CN1)C (N-Cyano-N'-[2-((4-methyl-5-imidazolyl)methylthio)ethyl]-N"-(2-phenylethyl)guanidine). Yield: 40.9%. RXN SMILES: [C:1]([NH:3][C:4](=[N:7][CH2:8][CH2:9][S:10][CH2:11][C:12]1[NH:16][CH:15]=[N:14][C:13]=1[CH3:17])SC)#[N:2].[C:18]1([CH2:24][CH2:25][NH2:26])[CH:23]=[CH:22][CH:21]=[CH:20][CH:19]=1>C(#N)C>[C:1]([NH:3][C:4]([NH:7][CH2:8][CH2:9][S:10][CH2:11][C:12]1[NH:16][CH:15]=[N:14][C:13]=1[CH3:17])=[N:26][CH2:25][CH2:24][C:18]1[CH:23]=[CH:22][CH:21]=[CH:20][CH:19]=1)#[N:2]. Procedure: A solution of N-cyano-N'-[2-((4-methyl-5-imidazolyl)methylthio)ethyl]-S-methylisothiourea (2.69 g) and 2-phenylethylamine (7.2 g) in acetonitrile (50 ml) was heated under reflux for 24 hours. Following concentration and other extraction to remove excess 2-phenylethylamine the crude product was chromatographed on a column of silica gel and eluted with ethyl acetate-isopropyl alcohol (4:1). Recrystallisation from ethanol-ether afforded the title compound (1.4 g) m.p. 135°-136°. Starting materials: [BH4-], CO, CC(C)Cc1ccc2c(c1)CC(C)C2=O, Cl, [Na+], C1CCOC1. Product: CC1=Cc2ccc(CC(C)C)cc2C1. As a reaction SMILES: [BH4-:1].[CH3:19][OH:20].[CH3:3][CH:4]1[C:5](=[O:17])[c:6]2[cH:7][cH:8][c:9]([CH2:13][CH:14]([CH3:15])[CH3:16])[cH:10][c:11]2[CH2:12]1.[ClH:18].[Na+:2].[O:21]1[CH2:22][CH2:23][CH2:24][CH2:25]1>>[CH3:3][C:4]1=[CH:5][c:6]2[cH:7][cH:8][c:9]([CH2:13][CH:14]([CH3:15])[CH3:16])[cH:10][c:11]2[CH2:12]1. The reactants are O, OCCO, O=Cc1ccc(O)c([N+](=O)[O-])c1, Cc1ccc(S(=O)(=O)O)cc1, c1ccccc1. As a reaction SMILES: [OH2:17].[OH:13][CH2:14][CH2:15][OH:16].[OH:1][c:2]1[c:3]([N+:10](=[O:11])[O-:12])[cH:4][c:5]([CH:6]=[O:7])[cH:8][cH:9]1.[c:18]1([CH3:19])[cH:20][cH:21][c:22]([S:23]([OH:24])(=[O:25])=[O:26])[cH:27][cH:28]1.[cH:29]1[cH:30][cH:31][cH:32][cH:33][cH:34]1>>[OH:1][c:2]1[c:3]([N+:10](=[O:11])[O-:12])[cH:4][c:5]([CH:6]2[O:7][CH2:15][CH2:14][O:13]2)[cH:8][cH:9]1. Yields the product O=[N+]([O-])c1cc(C2OCCO2)ccc1O. Starting materials: [Br-], [Br-], [Br-], CCCC[N+](CCCC)(CCCC)CCCC, CCCC[N+](CCCC)(CCCC)CCCC, CCCC[N+](CCCC)(CCCC)CCCC, COc1cccc(C)c1C(C)C, ClCCl. Product: COc1ccc(Br)c(C)c1C(C)C. As a reaction SMILES: [Br-:13].[Br-:14].[Br-:15].[CH2:16]([N+:17]([CH2:18][CH2:19][CH2:20][CH3:21])([CH2:22][CH2:23][CH2:24][CH3:25])[CH2:26][CH2:27][CH2:28][CH3:29])[CH2:30][CH2:31][CH3:32].[CH2:33]([N+:34]([CH2:35][CH2:36][CH2:37][CH3:38])([CH2:39][CH2:40][CH2:41][CH3:42])[CH2:43][CH2:44][CH2:45][CH3:46])[CH2:47][CH2:48][CH3:49].[CH2:50]([N+:51]([CH2:52][CH2:53][CH2:54][CH3:55])([CH2:56][CH2:57][CH2:58][CH3:59])[CH2:60][CH2:61][CH2:62][CH3:63])[CH2:64][CH2:65][CH3:66].[CH:1]([CH3:2])([CH3:3])[c:4]1[c:5]([O:11][CH3:12])[cH:6][cH:7][cH:8][c:9]1[CH3:10].[Cl:67][CH2:68][Cl:69]>>[CH:1]([CH3:2])([CH3:3])[c:4]1[c:5]([O:11][CH3:12])[cH:6][cH:7][c:8]([Br:13])[c:9]1[CH3:10]. The reactants are O=C(O)c1cnc(Br)s1, C1CCNC1. The product is O=C(c1cnc(Br)s1)N1CCCC1. Reaction SMILES: [Br:1][c:2]1[s:3][c:4]([C:7](=[O:8])[OH:9])[cH:5][n:6]1.[CH2:10]1[CH2:11][CH2:12][NH:13][CH2:14]1>>[Br:1][c:2]1[s:3][c:4]([C:7](=[O:9])[N:13]2[CH2:12][CH2:11][CH2:10][CH2:14]2)[cH:5][n:6]1. Starting materials: O=C(NCC=1C=CC=CC1C(F)(F)F)C. Reagents/catalysts: O1B(OC(C)(C)C1(C)C)B2OC(C)(C)C(O2)(C)C, O=S(=O)([O-])CC=1C=NC(=CC1)C2=NC=C(C=C2)C.CCCC[N+](CCCC)(CCCC)CCCC, C[OH2+].C[OH2+].C1CC=CCCC=C1.C1CC=CCCC=C1.[Ir].[Ir]. The solvent is O1CCCC1. Reaction conditions: temperature 50 celsius, time 20 hour. The product is O=C(NCC1=CC(=CC=C1C(F)(F)F)B2OC(C)(C)C(O2)(C)C)C, O=C(NCC1=CC=C(C=C1C(F)(F)F)B2OC(C)(C)C(O2)(C)C)C. The yield is 14.0%. Procedure details: Following general procedure F using N‐(2‐(trifluoromethyl)benzyl)acetamide (54.3 mg, 0.25 mmol), B2pin2 (95 mg, 0.375 mmol), [Ir(COD)OMe]2 (2.5 mg, 0.00375 mmol) and 1A (3.8 mg, 0.0075 mmol) in THF (1.25 mL). The reaction wasstirred at 50 °C for 20 hours before cooling and the solvents removed. Analysis of crude 1 H NMR using internal standard 1,2‐dimethoxyethane showed 5.6:1 meta:para borylation in 91% yield. The crude product was purified by silica gel chromatography (Pet. Ether (40‐ 60):EtOAc...